This data is from the Open Reaction Database (ORD), a public repository of structured organic reaction records. The task is: describe an organic reaction: reactants, conditions, products, and yield Starting materials: O (water), C(C)OC(C=CC1=CC(=CC(=C1)OC)OC)=O (3-(3,5-dimethoxyphenyl)acrylic acid ethyl ester), COC=1C=C(C=C(C1)OC)CCC(=O)OCC (ethyl 3-(3,5-dimethoxyphenyl)propionate), [H-].[Al+3].[Li+].[H-].[H-].[H-] (lithium aluminum hydride). Run in O1CCCC1 (tetrahydrofuran). Conditions: time 15 minute. The product is COC=1C=C(C=C(C1)OC)CCCO (3-(3,5-Dimethoxyphenyl)propan-1-ol). Reaction SMILES: C([O:3][C:4](=O)[CH:5]=[CH:6][C:7]1[CH:12]=[C:11]([O:13][CH3:14])[CH:10]=[C:9]([O:15][CH3:16])[CH:8]=1)C.COC1C=C(CCC(OCC)=O)C=C(OC)C=1.[H-].[Al+3].[Li+].[H-].[H-].[H-].O>O1CCCC1>[CH3:16][O:15][C:9]1[CH:8]=[C:7]([CH2:6][CH2:5][CH2:4][OH:3])[CH:12]=[C:11]([O:13][CH3:14])[CH:10]=1 |f:2.3.4.5.6.7|. Procedure details: Synthesized from 3-(3,5-dimethoxyphenyl)acrylic acid ethyl ester according to an analogous synthetic method to Example 22, ethyl 3-(3,5-dimethoxyphenyl)propionate (38.4 g) was added dropwise to a solution of lithium aluminum hydride (12.3 g) in tetrahydrofuran (200 ml) on an ice bath, and the solution was stirred for 15 minutes at room temperature. To the reaction solution were sequentially added water (12 ml), an aqueous solution of 5N sodium hydroxide (12 ml) and water (28 ml), the suspension ... The reactants are FC=1C=CC(=C(C1)N[C@H]1CN(CCC1)CCOC(C(C)(C)C)=O)NC([C@H](C)NC1=C2N=CN(C2=NC=N1)C1OCCCC1)=O (2,2-dimethylpropionic acid 2-[(R)-3-(5-fluoro-2-{(S)-2-[9-(tetrahydropyran-2-yl)-9H-purin-6-ylamino]propionylamino}phenylamino)piperidin-1-yl]ethyl ester). The solvent is Cl (HCl). The product is FC=1C=CC2=C(N(C(=N2)[C@H](C)NC2=C3N=CNC3=NC=N2)[C@H]2CN(CCC2)CCO)C1 (2-((R)-3-{6-Fluoro-2-[(S)-1-(9H-purin-6-ylamino)-ethyl]-benzoimidazol-1-yl}-piperidin-1-yl)-ethanol). Isolated yield 26.9%. Reaction SMILES: [F:1][C:2]1[CH:3]=[CH:4][C:5]([NH:24][C:25](=O)[C@@H:26]([NH:28][C:29]2[N:37]=[CH:36][N:35]=[C:34]3[C:30]=2[N:31]=[CH:32][N:33]3C2CCCCO2)[CH3:27])=[C:6]([NH:8][C@@H:9]2[CH2:14][CH2:13][CH2:12][N:11]([CH2:15][CH2:16][O:17]C(=O)C(C)(C)C)[CH2:10]2)[CH:7]=1>Cl>[F:1][C:2]1[CH:3]=[CH:4][C:5]2[N:24]=[C:25]([C@@H:26]([NH:28][C:29]3[N:37]=[CH:36][N:35]=[C:34]4[C:30]=3[N:31]=[CH:32][NH:33]4)[CH3:27])[N:8]([C@@H:9]3[CH2:14][CH2:13][CH2:12][N:11]([CH2:15][CH2:16][OH:17])[CH2:10]3)[C:6]=2[CH:7]=1. Procedure: A solution of 2,2-dimethylpropionic acid 2-[(R)-3-(5-fluoro-2-{(S)-2-[9-(tetrahydropyran-2-yl)-9H-purin-6-ylamino]propionylamino}phenylamino)piperidin-1-yl]ethyl ester (213 mg, 0.35 mmol), in aqueous 6M HCl (10 mL) was refluxed for 40 min. After cooling to RT, volatiles were removed under reduced pressure and the resulting residue was purified by column chromatography (C18, gradient 2-35% MeOH in 0.5% TFA/H2O) then loaded in dioxane/water (1:1) onto an Isolute® SCX-2 cartridge. The cartridge was...